Dataset: the Open Reaction Database (ORD), a public repository of structured organic reaction records. Task: describe an organic reaction: reactants, conditions, products, and yield Starting materials: [Br-] (bromide), O=C1CCN(CC1)C(=O)OC(C)(C)C (tert-butyl 4-oxo-1-piperidinecarboxylate), C(C)(C)(C)O[K] (tert-butoxy potassium). Solvent: O1CCCC1 (tetrahydrofuran). Conditions: time 40 minute. The product is C=C1CCN(CC1)C(=O)OC(C)(C)C (tert-butyl 4-methylene-1-piperidinecarboxylate). Yield: 95.9%. As a reaction SMILES: [Br-].O=[C:3]1[CH2:8][CH2:7][N:6]([C:9]([O:11][C:12]([CH3:15])([CH3:14])[CH3:13])=[O:10])[CH2:5][CH2:4]1.[C:16](O[K])(C)(C)C>O1CCCC1>[CH2:16]=[C:3]1[CH2:8][CH2:7][N:6]([C:9]([O:11][C:12]([CH3:15])([CH3:14])[CH3:13])=[O:10])[CH2:5][CH2:4]1. Procedure details: 47.2 g of methyltoluphenylphosphonium bromide and 21.9 g of tert-butyl 4-oxo-1-piperidinecarboxylate were added to a mixture of 14.8 g tert-butoxy potassium and 300 ml tetrahydrofuran, and stirred for 40 min at room temperature. The reaction solution was evaporated, diethyl ether was added thereto, and then filtered through Celite. The filtrate was washed with water and brine, dried over anhydrous magnesium sulfate, and then filtered. The filtrate was evaporated, and the resulting residue was su... Reactants: Cl (HCl), C(C)(C)(C)OC(=O)N1[C@@H](CC1)C(N)=O ((2S)-carbamoyl-azetidine-1-carboxylic acid tert-butyl ester). Solvent: [Cl-].[Na+].O (brine), C1CCOC1 (THF), C1CCOC1 (THF). Run at time 20 hour. Yields the product C(C)(C)(C)OC(=O)N1[C@@H](CC1)CN ((2S)-aminomethyl-azetidine-1-carboxylic acid tert-butyl ester), light yellow oil. Isolated yield 25.0%. RXN SMILES: [C:1]([O:5][C:6]([N:8]1[CH2:11][CH2:10][C@H:9]1[C:12](=O)[NH2:13])=[O:7])([CH3:4])([CH3:3])[CH3:2].Cl>C1COCC1.[Cl-].[Na+].O>[C:1]([O:5][C:6]([N:8]1[CH2:11][CH2:10][C@H:9]1[CH2:12][NH2:13])=[O:7])([CH3:4])([CH3:3])[CH3:2] |f:3.4.5|. Procedure: To a cold (0° C.) solution of (2S)-carbamoyl-azetidine-1-carboxylic acid tert-butyl ester (8 g) in dry THF (200 mL) was added dropwise 1M BH3 solution in THF (160 mL). The reaction mixture was stirred at RT under nitrogen for 20 h and cooled to 0° C. Then was added carefully 1M HCl solution (200 mL) and brine and the mixture was extracted with EA (3×). The aqueous phase was basified with 2M NaOH solution (pH 10), extracted with EA (3×). The combined organic extracts were washed with brine, dried... Reactants: ClC(C(OC(C)C1=CC(=CC2=C(N(N=C12)COCC[Si](C)(C)C)Br)C(F)(F)F)=N)(Cl)Cl ((±)-1-(3-Bromo-5-(trifluoromethyl)-2-((2-(trimethylsilyl)ethoxy)methyl)-2H-indazol-7-yl)ethyl 2,2,2-trichloroacetimidate), OCC1(CCN(CC1)C(=O)OC(C)(C)C)C1=CC=CC=C1 (tert-butyl 4-(hydroxymethyl)-4-phenylpiperidine-1-carboxylate). Solvent: ClCCl.C1CCCCC1 (dichloromethane cyclohexane). Run at temperature 0 celsius, time 1 hour. Product: BrC=1N(N=C2C(=CC(=CC12)C(F)(F)F)C(C)OCC1(CCN(CC1)C(=O)OC(C)(C)C)C1=CC=CC=C1)COCC[Si](C)(C)C ((±)-tert-Butyl 4-((1-(3-bromo-5-(trifluoromethyl)-2-((2-(trimethylsilyl)ethoxy)methyl)-2H-indazol-7-yl)ethoxy)methyl)-4-phenylpiperidine-1-carboxylate). RXN SMILES: ClC(Cl)(Cl)C(=N)O[CH:5]([C:7]1[C:15]2[C:11](=[C:12]([Br:24])[N:13]([CH2:16][O:17][CH2:18][CH2:19][Si:20]([CH3:23])([CH3:22])[CH3:21])[N:14]=2)[CH:10]=[C:9]([C:25]([F:28])([F:27])[F:26])[CH:8]=1)[CH3:6].[OH:32][CH2:33][C:34]1([C:47]2[CH:52]=[CH:51][CH:50]=[CH:49][CH:48]=2)[CH2:39][CH2:38][N:37]([C:40]([O:42][C:43]([CH3:46])([CH3:45])[CH3:44])=[O:41])[CH2:36][CH2:35]1>ClCCl.C1CCCCC1>[Br:24][C:12]1[N:13]([CH2:16][O:17][CH2:18][CH2:19][Si:20]([CH3:22])([CH3:21])[CH3:23])[N:14]=[C:15]2[C:11]=1[CH:10]=[C:9]([C:25]([F:28])([F:27])[F:26])[CH:8]=[C:7]2[CH:5]([O:32][CH2:33][C:34]1([C:47]2[CH:48]=[CH:49][CH:50]=[CH:51][CH:52]=2)[CH2:39][CH2:38][N:37]([C:40]([O:42][C:43]([CH3:45])([CH3:46])[CH3:44])=[O:41])[CH2:36][CH2:35]1)[CH3:6] |f:2.3|. Procedure details: (±)-1-(3-Bromo-5-(trifluoromethyl)-2-((2-(trimethylsilyl)ethoxy)methyl)-2H-indazol-7-yl)ethyl 2,2,2-trichloroacetimidate (1.29 g, 2.21 mmol) and tert-butyl 4-(hydroxymethyl)-4-phenylpiperidine-1-carboxylate (0.71 g, 2.43 mmol) were combined in a dichloromethane/cyclohexane mixture (1:1, 8 mL) and cooled to 0° C. The reaction was treated with tetrafluoroboric acid-diethyl ether complex (60 μL, 0.44 mmol), stirred at 0° C. for 1 h, quenched by addition of saturated sodium bicarbonate and diluted w... Starting materials: C1(=CC=CC=C1)C=1C=CC(=NC1)CO (5-phenyl-2-pyridylmethanol), S(=O)(Cl)Cl (thionyl chloride), C1(=CC=CC=C1)C (toluene). Conditions: temperature 70 celsius, time 2 hour. The product is C1(=CC=CC=C1)C=1C=CC(=NC1)COC1=CC=C(CO)C=C1 (4-(5-phenyl-2-pyridylmethoxy)benzyl alcohol). Yield: 86.0%. As a reaction SMILES: [C:1]1([C:7]2[CH:8]=[CH:9][C:10]([CH2:13][OH:14])=[N:11][CH:12]=2)[CH:6]=[CH:5][CH:4]=[CH:3][CH:2]=1.S(Cl)(Cl)=[O:16].[C:19]1([CH3:25])[CH:24]=[CH:23][CH:22]=[CH:21][CH:20]=1>>[C:1]1([C:7]2[CH:8]=[CH:9][C:10]([CH2:13][O:14][C:22]3[CH:23]=[CH:24][C:19]([CH2:25][OH:16])=[CH:20][CH:21]=3)=[N:11][CH:12]=2)[CH:2]=[CH:3][CH:4]=[CH:5][CH:6]=1. Reported procedure: A mixture of 5-phenyl-2-pyridylmethanol (1.98 g), thionyl chloride (1.6 ml) and toluene (30 ml) was stirred at 70° C. for 2 hours. After the reaction mixture was concentrated, saturated aqueous sodium bicarbonate solution was added to the residue, which was extracted with ethyl acetate. The ethyl acetate layer was washed with saturated aqueous sodium chloride solution, dried (MgSO4), and concentrated. A mixture of the residue, 4-hydroxybenzyl alcohol (1.37 g), potassium carbonate (3.18 g) and N,... The reactants are BrC1=NC=CC=C1 (2-bromopyridine), C(CCC)[Li] (n-butyllithium), [OH-].[Na+] (sodium hydroxide), C(#N)C=1C(=NC=CC1)OCCCCCCN(C)C (3-cyano-2-(6-dimethylaminohexyloxy)pyridine). The solvent is CCOCC (ether), C(C)(=O)OCC (ethyl acetate), O (water), CCOCC (ether). Run at time 30 minute. The product is CN(CCCCCCOC1=NC=CC=C1C(=O)C1=NC=CC=C1)C (2-(6-dimethylaminohexyloxy)-3-picolinoylpyridine). As a reaction SMILES: Br[C:2]1[CH:7]=[CH:6][CH:5]=[CH:4][N:3]=1.C([Li])CCC.[C:13]([C:15]1[C:16]([O:21][CH2:22][CH2:23][CH2:24][CH2:25][CH2:26][CH2:27][N:28]([CH3:30])[CH3:29])=[N:17][CH:18]=[CH:19][CH:20]=1)#N.[OH-:31].[Na+]>CCOCC.C(OCC)(=O)C.O>[CH3:29][N:28]([CH3:30])[CH2:27][CH2:26][CH2:25][CH2:24][CH2:23][CH2:22][O:21][C:16]1[C:15]([C:13]([C:2]2[CH:7]=[CH:6][CH:5]=[CH:4][N:3]=2)=[O:31])=[CH:20][CH:19]=[CH:18][N:17]=1 |f:3.4|. Procedure: To a solution of 3.5 g of 2-bromopyridine in 20 ml of anhydrous ether is added dropwise 16.9 ml of n-butyllithium at -50° C. to -70° C., and the mixture is stirred for 30 minutes. To the mixture is added dropwise a solution of 4.9 g of 3-cyano-2-(6-dimethylaminohexyloxy)pyridine in 5 ml of anhydrous ether at -50° C. to -60° C. The mixture is stirred for 1 hour. Under ice-cooling, water and ethyl acetate are added thereto. After the ethyl acetate layer is dried over anhydrous magnesium sulfate, t... Reactants: O=C([O-])[O-], N#Cc1cncc(B(O)O)c1, CC(C)(C)C#Cc1cnc2c(c1)C1(COC(N)=N1)c1cc(OS(=O)(=O)C(F)(F)F)ccc1O2, [K+], [K+], C1COCCO1, O. Product: CC(C)(C)C#Cc1cnc2c(c1)C1(COC(N)=N1)c1cc(-c3cncc(C#N)c3)ccc1O2. RXN SMILES: [C:12](=[O:13])([O-:14])[O-:15].[C:1](#[N:2])[c:3]1[cH:4][c:5]([B:9]([OH:10])[OH:11])[cH:6][n:7][cH:8]1.[F:18][C:19]([F:20])([F:21])[S:22]([O:23][c:24]1[cH:25][c:26]2[c:41]([cH:42][cH:43]1)[O:40][c:29]1[c:28]([cH:33][c:32]([C:34]#[C:35][C:36]([CH3:37])([CH3:38])[CH3:39])[cH:31][n:30]1)[C:27]21[N:44]=[C:45]([NH2:48])[O:46][CH2:47]1)(=[O:49])=[O:50].[K+:16].[K+:17].[O:51]1[CH2:52][CH2:53][O:54][CH2:55][CH2:56]1.[OH2:57]>>[C:1](#[N:2])[c:3]1[cH:4][c:5](-[c:24]2[cH:25][c:26]3[c:41]([cH:42][cH:43]2)[O:40][c:29]2[c:28]([cH:33][c:32]([C:34]#[C:35][C:36]([CH3:37])([CH3:38])[CH3:39])[cH:31][n:30]2)[C:27]32[N:44]=[C:45]([NH2:48])[O:46][CH2:47]2)[cH:6][n:7][cH:8]1.